Dataset: the Open Reaction Database (ORD), a public repository of structured organic reaction records. Task: describe an organic reaction: reactants, conditions, products, and yield Reported procedure: There were added in portions 0.06 gram atom of sodium to 200 ml of liquid ammonia. At -70° C. there were dropped into the sodamide solution a solution of 8.85 grams (35 mmol) of 2-(4-methoxy-phenyl)-6-methoxy-indole in 100 ml of absolute tetrahydrofuran, stirring continued for one half hour and then there were dropped in 6 grams (42 mmol) of methyl iodide in 30 ml of absolute tetrahydrofuran. After a further 30 minutes there was removed the cold bath and the ammonia allowed to vaporize overnight... Reaction SMILES: [Na].N.[NH2-].[Na+].[CH3:5][O:6][C:7]1[CH:12]=[CH:11][C:10]([C:13]2[NH:14][C:15]3[C:20]([CH:21]=2)=[CH:19][CH:18]=[C:17]([O:22][CH3:23])[CH:16]=3)=[CH:9][CH:8]=1.[CH3:24]I>O1CCCC1>[CH3:24][N:14]1[C:15]2[C:20](=[CH:19][CH:18]=[C:17]([O:22][CH3:23])[CH:16]=2)[CH:21]=[C:13]1[C:10]1[CH:11]=[CH:12][C:7]([O:6][CH3:5])=[CH:8][CH:9]=1 |f:2.3,^1:0|. Starting materials: [Na] (sodium), liquid, N (ammonia), CI (methyl iodide), [NH2-].[Na+] (sodamide), COC1=CC=C(C=C1)C=1NC2=CC(=CC=C2C1)OC (2-(4-methoxy-phenyl)-6-methoxy-indole). Product: CN1C(=CC2=CC=C(C=C12)OC)C1=CC=C(C=C1)OC (1-Methyl-2-(4-methoxy-phenyl)-6-methoxy-indole). Run at time 8 hour. The solvent is O1CCCC1 (tetrahydrofuran), O1CCCC1 (tetrahydrofuran). Reactants: CCO, CCO, CO, ClCCl, Cl, [H][H], Nc1c(Cl)cc(C(O)CN(CCCCCCOCCOCCc2ccccn2)Cc2ccccc2)cc1Cl, O=C(O)C=CC(=O)O, O=[Pd]. Product: Nc1c(Cl)cc(C(O)CNCCCCCCOCCOCCc2ccccn2)cc1Cl. As a reaction SMILES: [CH2:39]([OH:40])[CH3:41].[CH3:53][CH2:54][OH:55].[CH3:59][OH:60].[Cl:56][CH2:57][Cl:58].[ClH:42].[H:43][H:44].[NH2:1][c:2]1[c:3]([Cl:38])[cH:4][c:5]([CH:9]([OH:10])[CH2:11][N:12]([CH2:13][CH2:14][CH2:15][CH2:16][CH2:17][CH2:18][O:19][CH2:20][CH2:21][O:22][CH2:23][CH2:24][c:25]2[n:26][cH:27][cH:28][cH:29][cH:30]2)[CH2:31][c:32]2[cH:33][cH:34][cH:35][cH:36][cH:37]2)[cH:6][c:7]1[Cl:8].[OH:45][C:46]([CH:47]=[CH:48][C:49](=[O:50])[OH:51])=[O:52].[Pd:61]=[O:62]>>[NH2:1][c:2]1[c:3]([Cl:38])[cH:4][c:5]([CH:9]([OH:10])[CH2:11][NH:12][CH2:13][CH2:14][CH2:15][CH2:16][CH2:17][CH2:18][O:19][CH2:20][CH2:21][O:22][CH2:23][CH2:24][c:25]2[n:26][cH:27][cH:28][cH:29][cH:30]2)[cH:6][c:7]1[Cl:8].